From a dataset of the Open Reaction Database (ORD), a public repository of structured organic reaction records. describe an organic reaction: reactants, conditions, products, and yield Reactants: CN(C)C1CCNCC1, CC#N, CCN(C(C)C)C(C)C, COc1cc(Cl)cc(C(C)Nc2cc(F)ccc2S(C)(=O)=O)c1OC. Product: COc1cc(Cl)cc(C(C)Nc2cc(N3CCC(N(C)C)CC3)ccc2S(C)(=O)=O)c1OC. RXN SMILES: [CH3:26][N:27]([CH:28]1[CH2:29][CH2:30][NH:31][CH2:32][CH2:33]1)[CH3:34].[CH3:44][C:45]#[N:46].[CH:35]([N:36]([CH2:37][CH3:38])[CH:39]([CH3:40])[CH3:41])([CH3:42])[CH3:43].[Cl:1][c:2]1[cH:3][c:4]([O:24][CH3:25])[c:5]([O:22][CH3:23])[c:6]([CH:8]([CH3:9])[NH:10][c:11]2[c:12]([S:18](=[O:19])(=[O:20])[CH3:21])[cH:13][cH:14][c:15]([F:17])[cH:16]2)[cH:7]1>>[Cl:1][c:2]1[cH:3][c:4]([O:24][CH3:25])[c:5]([O:22][CH3:23])[c:6]([CH:8]([CH3:9])[NH:10][c:11]2[c:12]([S:18](=[O:19])(=[O:20])[CH3:21])[cH:13][cH:14][c:15]([N:31]3[CH2:30][CH2:29][CH:28]([N:27]([CH3:26])[CH3:34])[CH2:33][CH2:32]3)[cH:16]2)[cH:7]1. The reactants are NC1CCN(CC1)CCC1=CNC2=CC=CC=C12 (3-[2-(4-aminopiperidyl)ethyl]indole), CN=C=O (methyl isocyanate). Product: CNC(=O)NC1CCN(CC1)CCC1=CNC2=CC=CC=C12 (1-Methyl-3-[1-(2-[3-indolyl]ethyl)piperid-4-yl]urea). As a reaction SMILES: [NH2:1][CH:2]1[CH2:7][CH2:6][N:5]([CH2:8][CH2:9][C:10]2[C:18]3[C:13](=[CH:14][CH:15]=[CH:16][CH:17]=3)[NH:12][CH:11]=2)[CH2:4][CH2:3]1.[CH3:19][N:20]=[C:21]=[O:22]>>[CH3:19][NH:20][C:21]([NH:1][CH:2]1[CH2:7][CH2:6][N:5]([CH2:8][CH2:9][C:10]2[C:18]3[C:13](=[CH:14][CH:15]=[CH:16][CH:17]=3)[NH:12][CH:11]=2)[CH2:4][CH2:3]1)=[O:22]. Procedure: Following the procedure of Example 1 3-[2-(4-aminopiperidyl)ethyl]indole is reacted with methyl isocyanate to give the title compound which is converted to the hydrochloride.